The task is: describe an organic reaction: reactants, conditions, products, and yield. This data is from the Open Reaction Database (ORD), a public repository of structured organic reaction records. Reactants: CS(=O)(=O)O (methanesulfonic acid), O[C@H]1C[C@@H]2CC[C@H]3[C@@H]4CC[C@H](C(CO)=O)[C@]4(CC([C@@H]3[C@]2(C[C@@H]1N1CC(OCC1)(C)C)C)=O)C ((2β,3α,5α)-3,21-dihydroxy-2-(2,2-dimethyl-4-morpholinyl)pregnane-11,20-dione). Solvent: CO (methanol), CO (methanol). Product: CS(=O)(=O)O.O[C@H]1C[C@@H]2CC[C@H]3[C@@H]4CC[C@H](C(CO)=O)[C@]4(CC([C@@H]3[C@]2(C[C@@H]1N1CC(OCC1)(C)C)C)=O)C ((2β,3α,5α)-3,21-dihydroxy-2-(2,2-dimethyl-4-morpholinyl)pregnane-11,20-dione methanesulfonate), salt. Reaction SMILES: [CH3:1][S:2]([OH:5])(=[O:4])=[O:3].[OH:6][C@@H:7]1[C@@H:27]([N:28]2[CH2:33][CH2:32][O:31][C:30]([CH3:35])([CH3:34])[CH2:29]2)[CH2:26][C@@:25]2([CH3:36])[C@@H:9]([CH2:10][CH2:11][C@@H:12]3[C@@H:24]2[C:23](=[O:37])[CH2:22][C@@:21]2([CH3:38])[C@H:13]3[CH2:14][CH2:15][C@@H:16]2[C:17](=[O:20])[CH2:18][OH:19])[CH2:8]1>CO>[CH3:1][S:2]([OH:5])(=[O:4])=[O:3].[OH:6][C@@H:7]1[C@@H:27]([N:28]2[CH2:33][CH2:32][O:31][C:30]([CH3:34])([CH3:35])[CH2:29]2)[CH2:26][C@@:25]2([CH3:36])[C@@H:9]([CH2:10][CH2:11][C@@H:12]3[C@@H:24]2[C:23](=[O:37])[CH2:22][C@@:21]2([CH3:38])[C@H:13]3[CH2:14][CH2:15][C@@H:16]2[C:17](=[O:20])[CH2:18][OH:19])[CH2:8]1 |f:3.4|. Procedure: A solution of methanesulfonic acid (17.7 mg) in methanol (10 ml) was added to a solution of (2β,3α,5α)-3,21-dihydroxy-2-(2,2-dimethyl-4-morpholinyl)pregnane-11,20-dione (85 ml) in methanol (10 ml). The solvent was removed under reduced pressure to give (2β,3α,5α)-3,21-dihydroxy-2-(2,2-dimethyl-4-morpholinyl)pregnane-11,20-dione methanesulfonate (1:1) salt (103 mg). δ (CDCl3) 0.63 (s,3H), 1.07 (s,3H), 1.34 (s,3H), 1.52 (s,3H) and 4.18 (s,2H). The reactants are N\C(=C(/C(=O)OCC)\F)\CF (ethyl 3-amino-2,4-difluorocrotonate), ClC1=CC(=C(C=C1OC(C)C)N=C=O)F (4-chloro-2-fluoro-5-isopropoxyphenyl isocyanate). The product is ClC1=CC(=C(C=C1OC(C)C)N1C(NC(=C(C1=O)F)CF)=O)F (3-(4-chloro-2-fluoro-5-isopropoxyphenyl)-5-fluoro-6-fluoromethyl-2,4(1H,3H)-pyrimidinedione). RXN SMILES: [NH2:1]/[C:2](/[CH2:10][F:11])=[C:3](/[F:9])\[C:4](OCC)=[O:5].[Cl:12][C:13]1[C:18]([O:19][CH:20]([CH3:22])[CH3:21])=[CH:17][C:16]([N:23]=[C:24]=[O:25])=[C:15]([F:26])[CH:14]=1>>[Cl:12][C:13]1[C:18]([O:19][CH:20]([CH3:21])[CH3:22])=[CH:17][C:16]([N:23]2[C:4](=[O:5])[C:3]([F:9])=[C:2]([CH2:10][F:11])[NH:1][C:24]2=[O:25])=[C:15]([F:26])[CH:14]=1. Procedure: using ethyl 3-amino-2,4-difluorocrotonate and 4-chloro-2-fluoro-5-isopropoxyphenyl isocyanate there is obtained 3-(4-chloro-2-fluoro-5-isopropoxyphenyl)-5-fluoro-6-fluoromethyl-2,4(1H,3H)-pyrimidinedione, m.p. 152°-154° C.;